Dataset: the Open Reaction Database (ORD), a public repository of structured organic reaction records. Task: describe an organic reaction: reactants, conditions, products, and yield The reactants are CC1=NC=C(C(=C1O)CSC(C1=CC=CC=C1)=O)C=C (2-methyl-3-hydroxy-4-benzoylthiomethyl-5-vinylpyridine), C([O-])(O)=O.[Na+] (sodium bicarbonate), [OH-].[Na+] (sodium hydroxide), Cl (hydrochloric acid). Run in O1CCCC1 (tetrahydrofuran). The product is CC1=NC=C(C(=C1O)CS)C=C (2-methyl-3-hydroxy-4-mercaptomethyl-5-vinylpyridine). Reaction SMILES: [CH3:1][C:2]1[C:7]([OH:8])=[C:6]([CH2:9][S:10]C(=O)C2C=CC=CC=2)[C:5]([CH:19]=[CH2:20])=[CH:4][N:3]=1.[OH-].[Na+].Cl.C(=O)(O)[O-].[Na+]>O1CCCC1>[CH3:1][C:2]1[C:7]([OH:8])=[C:6]([CH2:9][SH:10])[C:5]([CH:19]=[CH2:20])=[CH:4][N:3]=1 |f:1.2,4.5|. Procedure details: A mixture of 1 g. of 2-methyl-3-hydroxy-4-benzoylthiomethyl-5-vinylpyridine, 10 ml. of tetrahydrofuran, and 10 ml. of 2.5 N aqueous sodium hydroxide was aged at room temperature overnight. The solution was acidified to about pH 6 with hydrochloric acid and then adjusted to pH 7.5 with solid sodium bicarbonate. The mixture was extracted with 3×100 ml. of ethyl acetate: isopropanol (9:1 v/v). The extract was dried over magnesium sulfate and concentrated to give 2-methyl-3-hydroxy-4-mercaptomethyl-... Reaction SMILES: [Cl:1][c:2]1[n:3][cH:4][c:5]([Cl:26])[cH:6][c:7]1[C:8](=[O:9])[NH:10][CH:11]([CH3:12])[c:13]1[cH:14][cH:15][c:16]([C:17](=[O:18])[O:19][C:20]([CH3:21])([CH3:22])[CH3:23])[cH:24][cH:25]1.[n:27]1[c:28](-[c:33]2[cH:34][cH:35][c:36]([OH:39])[cH:37][cH:38]2)[cH:29][cH:30][cH:31][cH:32]1>>[c:2]1([O:39][c:36]2[cH:35][cH:34][c:33](-[c:28]3[n:27][cH:32][cH:31][cH:30][cH:29]3)[cH:38][cH:37]2)[n:3][cH:4][c:5]([Cl:26])[cH:6][c:7]1[C:8](=[O:9])[NH:10][CH:11]([CH3:12])[c:13]1[cH:14][cH:15][c:16]([C:17](=[O:18])[O:19][C:20]([CH3:21])([CH3:22])[CH3:23])[cH:24][cH:25]1. The reactants are CC(NC(=O)c1cc(Cl)cnc1Cl)c1ccc(C(=O)OC(C)(C)C)cc1, Oc1ccc(-c2ccccn2)cc1. The product is CC(NC(=O)c1cc(Cl)cnc1Oc1ccc(-c2ccccn2)cc1)c1ccc(C(=O)OC(C)(C)C)cc1. The reactants are ClC=1C(=C(C=CC1)O)[N+](=O)[O-] (3-chloro-2-nitrophenol), C([O-])([O-])=O.[K+].[K+] (potassium carbonate), C(C=C)Br (allylbromide). Solvent: CC(=O)C (acetone). Product: C(C=C)OC1=C(C(=CC=C1)Cl)[N+](=O)[O-] (3-chloro-2-nitrophenyl allyl ether). The yield is 84.5%. RXN SMILES: [Cl:1][C:2]1[C:3]([N+:9]([O-:11])=[O:10])=[C:4]([OH:8])[CH:5]=[CH:6][CH:7]=1.C(=O)([O-])[O-].[K+].[K+].[CH2:18](Br)[CH:19]=[CH2:20]>CC(C)=O>[CH2:20]([O:8][C:4]1[CH:5]=[CH:6][CH:7]=[C:2]([Cl:1])[C:3]=1[N+:9]([O-:11])=[O:10])[CH:19]=[CH2:18] |f:1.2.3|. Procedure details: 4.7g of 3-chloro-2-nitrophenol in 30ml of acetone were treated with 3.7g potassium carbonate and then reacted with 3.25g allylbromide under reflux for 8 hours. The reaction mixture was cooled and filtered and the residue extracted into chloroform, washed once with water, dried using sodium sulphate and 6.5g of an oily residue obtained The crude product was then purified by flash chromatography to give 4.85g of 3-chloro-2-nitrophenyl allyl ether as a colourless oil (yield 84%). Reactants: NC=1C=CC(=NC1)C1=CC(=C(C(=C1)OC)OCC(F)(F)F)OC (5-amino-2-[3,5-dimethoxy-4-(2,2,2-trifluoroethoxy)phenyl]pyridine), C(O)([O-])=O.[Na+] (sodium hydrogencarbonate), C(C)(C)N(C(C)C)CC (N,N-diisopropylethylamine), ice, C(C=C)(=O)Cl (acryloyl chloride). The solvent is C(Cl)Cl (methylene chloride). Product: C(C=C)(=O)NC=1C=CC(=NC1)C1=CC(=C(C(=C1)OC)OCC(F)(F)F)OC (5-acryloylamino-2-[3,5-dimethoxy-4-(2,2,2-trifluoroethoxy)phenyl]pyridine). Reaction SMILES: [NH2:1][C:2]1[CH:3]=[CH:4][C:5]([C:8]2[CH:13]=[C:12]([O:14][CH3:15])[C:11]([O:16][CH2:17][C:18]([F:21])([F:20])[F:19])=[C:10]([O:22][CH3:23])[CH:9]=2)=[N:6][CH:7]=1.C(N(CC)C(C)C)(C)C.[C:33](Cl)(=[O:36])[CH:34]=[CH2:35].C(=O)([O-])O.[Na+]>C(Cl)Cl>[C:33]([NH:1][C:2]1[CH:3]=[CH:4][C:5]([C:8]2[CH:9]=[C:10]([O:22][CH3:23])[C:11]([O:16][CH2:17][C:18]([F:19])([F:20])[F:21])=[C:12]([O:14][CH3:15])[CH:13]=2)=[N:6][CH:7]=1)(=[O:36])[CH:34]=[CH2:35] |f:3.4|. Procedure: To a solution of 5-amino-2-[3,5-dimethoxy-4-(2,2,2-trifluoroethoxy)phenyl]pyridine (melting point: 176.0-177.5° C.)(28.2 g, 85.4 mmol) synthesized by a similar procedure to that described in Reference Example 11 in methylene chloride (550 mL) was added N,N-diisopropylethylamine (18.0 mL, 103 mmol). To the ice-cold stirred solution was added acryloyl chloride (7.00 mL, 86.0 mmol) dropwise over about 10 minutes. A saturated aqueous sodium hydrogencarbonate was added, and the resulting mixture was ... The reactants are CCO, CC(C)(C)OC(=O)NCC1CN(Cc2ccccc2)CCO1. Yields the product CC(C)(C)OC(=O)NCC1CNCCO1. RXN SMILES: [CH3:23][CH2:24][OH:25].[c:1]1([CH2:2][N:8]2[CH2:9][CH:10]([CH2:14][NH:15][C:16]([O:17][C:18]([CH3:19])([CH3:20])[CH3:21])=[O:22])[O:11][CH2:12][CH2:13]2)[cH:3][cH:4][cH:5][cH:6][cH:7]1>>[NH:8]1[CH2:9][CH:10]([CH2:14][NH:15][C:16]([O:17][C:18]([CH3:19])([CH3:20])[CH3:21])=[O:22])[O:11][CH2:12][CH2:13]1.